From a dataset of the Open Reaction Database (ORD), a public repository of structured organic reaction records. describe an organic reaction: reactants, conditions, products, and yield Reactants: BrC=1C=C2C(C3=C(C=NC(=C3)Cl)OC2=CC1)=O (7-bromo-3-chloro-5H-chromeno[2,3-c]pyridin-5-one), C(=C)[Mg]Cl (vinylmagnesium chloride), CCOCC (Et2O). The solvent is C1CCOC1 (THF). Run at time 30 minute. Yields the product BrC=1C=C2C(C3=C(C=NC(=C3)Cl)OC2=CC1)(O)C=C (7-bromo-3-chloro-5-vinyl-5H-chromeno[2,3-c]pyridin-5-ol). The yield is 82.5%. Reaction SMILES: [Br:1][C:2]1[CH:3]=[C:4]2[C:14](=[CH:15][CH:16]=1)[O:13][C:7]1[CH:8]=[N:9][C:10]([Cl:12])=[CH:11][C:6]=1[C:5]2=[O:17].[CH:18]([Mg]Cl)=[CH2:19].CCOCC>C1COCC1>[Br:1][C:2]1[CH:3]=[C:4]2[C:14](=[CH:15][CH:16]=1)[O:13][C:7]1[CH:8]=[N:9][C:10]([Cl:12])=[CH:11][C:6]=1[C:5]2([CH:18]=[CH2:19])[OH:17]. Procedure: To a solution of 7-bromo-3-chloro-5H-chromeno[2,3-c]pyridin-5-one (3.0 g, 9.66 mmol) at −78° C. in THF (48 mL) was added dropwise of vinylmagnesium chloride (17.51 mL, 28.0 mmol). After 30 min, the reaction was allowed to slowly warm to rt, then the reaction was quenched with 60 mL of saturated aqueious NH4Cl. The mixture was extracted with EtOAc. The organic layer was dried over MgSO4, filtered and concentrated in vacuo to yield 3.2 g of crude product as orange foam. This material was added ˜4 ... Reactants: C1CCOC1, CCCSc1nc(N2CCCC(CC(=O)OC)C2)ccc1C(=O)NC1CCOCC1, CO, CCOC(C)=O, Cl, [Li+], [OH-], O. The product is CCCSc1nc(N2CCCC(CC(=O)O)C2)ccc1C(=O)NC1CCOCC1. RXN SMILES: [CH2:37]1[O:38][CH2:39][CH2:40][CH2:41]1.[CH2:3]([CH2:4][CH3:5])[S:6][c:7]1[c:8]([C:24]([NH:25][CH:26]2[CH2:27][CH2:28][O:29][CH2:30][CH2:31]2)=[O:32])[cH:9][cH:10][c:11]([N:13]2[CH2:14][CH:15]([CH2:19][C:20](=[O:21])[O:22][CH3:23])[CH2:16][CH2:17][CH2:18]2)[n:12]1.[CH3:35][OH:36].[CH3:42][CH2:43][O:44][C:45]([CH3:46])=[O:47].[ClH:33].[Li+:1].[OH-:2].[OH2:34]>>[CH2:3]([CH2:4][CH3:5])[S:6][c:7]1[c:8]([C:24]([NH:25][CH:26]2[CH2:27][CH2:28][O:29][CH2:30][CH2:31]2)=[O:32])[cH:9][cH:10][c:11]([N:13]2[CH2:14][CH:15]([CH2:19][C:20](=[O:21])[OH:22])[CH2:16][CH2:17][CH2:18]2)[n:12]1. Starting materials: CCO, O=Cc1cccc(OCC(F)(F)F)c1, NCCc1c[nH]c2c(F)c(F)c(F)c(F)c12, [Na+], [Na+], O=S(=O)([O-])[O-]. Product: Fc1c(F)c(F)c2c(CCNCc3cccc(OCC(F)(F)F)c3)c[nH]c2c1F. Reaction SMILES: [CH3:38][CH2:39][OH:40].[F:17][C:18]([CH2:19][O:20][c:21]1[cH:22][c:23]([CH:24]=[O:25])[cH:26][cH:27][cH:28]1)([F:29])[F:30].[F:1][c:2]1[c:3]2[c:4]([CH2:14][CH2:15][NH2:16])[cH:5][nH:6][c:7]2[c:8]([F:13])[c:9]([F:12])[c:10]1[F:11].[Na+:31].[Na+:32].[O-:33][S:34](=[O:35])(=[O:36])[O-:37]>>[F:1][c:2]1[c:3]2[c:4]([CH2:14][CH2:15][NH:16][CH2:24][c:23]3[cH:22][c:21]([O:20][CH2:19][C:18]([F:17])([F:29])[F:30])[cH:28][cH:27][cH:26]3)[cH:5][nH:6][c:7]2[c:8]([F:13])[c:9]([F:12])[c:10]1[F:11]. Reactants: CC(C)(C)OC(=O)NC(CO)c1ccccc1, ClCCl, CS(=O)(=O)Cl, c1ccncc1. Product: CC(C)(C)OC(=O)NC(COS(C)(=O)=O)c1ccccc1. As a reaction SMILES: [C:12]([CH3:13])([CH3:14])([CH3:15])[O:16][C:17](=[O:18])[NH:19][CH:20]([CH2:21][OH:22])[c:23]1[cH:24][cH:25][cH:26][cH:27][cH:28]1.[CH2:29]([Cl:30])[Cl:31].[CH3:7][S:8]([Cl:9])(=[O:10])=[O:11].[cH:1]1[cH:2][cH:3][n:4][cH:5][cH:6]1>>[CH3:7][S:8](=[O:10])(=[O:11])[O:22][CH2:21][CH:20]([NH:19][C:17]([O:16][C:12]([CH3:13])([CH3:14])[CH3:15])=[O:18])[c:23]1[cH:24][cH:25][cH:26][cH:27][cH:28]1. Reactants: CN(C)CCCl (N,N-dimethylaminoethyl chloride), C(C)(C)OC(C)C (diisopropyl ether), COC1=CC=C(C=C1)C1SC2=C(NC(C1OC(C)=O)=O)C=CC=C2 (2-(4'-methoxyphenyl)-3-acetoxy-2,3-dihydro-1,5-benzothiazepin-4(5H)-one), COC1=CC=C(C=C1)C1SC2=C(NC(C1OC(C)=O)=O)C=CC=C2 (2-(4'-methoxyphenyl)-3-acetoxy-2,3-dihydro-1,5-benzothiazepin-4(5H)-one), [H-].[Na+] (sodium hydride). Solvent: CCOCC (ether), CS(=O)C (dimethylsulfoxide), C(C)(=O)O (acetic acid). Run at time 30 minute. The product is COC1=CC=C(C=C1)C1SC2=C(N(C(C1OC(C)=O)=O)CCN(C)C)C=CC=C2 (2-(4'-methoxyphenyl)-3-acetoxy-5-(N,N-dimethylaminoethyl)-2,3-dihydro-1,5-benzothiazepin-4(5H)-one). Isolated yield 76.2%. As a reaction SMILES: [CH3:1][O:2][C:3]1[CH:8]=[CH:7][C:6]([CH:9]2[CH:15]([O:16][C:17](=[O:19])[CH3:18])[C:14](=[O:20])[NH:13][C:12]3[CH:21]=[CH:22][CH:23]=[CH:24][C:11]=3[S:10]2)=[CH:5][CH:4]=1.[H-].[Na+].[CH3:27][N:28]([CH2:30][CH2:31]Cl)[CH3:29].C(OC(C)C)(C)C>CCOCC.C(O)(=O)C.CS(C)=O>[CH3:1][O:2][C:3]1[CH:4]=[CH:5][C:6]([CH:9]2[CH:15]([O:16][C:17](=[O:19])[CH3:18])[C:14](=[O:20])[N:13]([CH2:31][CH2:30][N:28]([CH3:29])[CH3:27])[C:12]3[CH:21]=[CH:22][CH:23]=[CH:24][C:11]=3[S:10]2)=[CH:7][CH:8]=1 |f:1.2|. Procedure: 5-(1). 2-(4'-Methoxyphenyl)-3-acetoxy-2,3-dihydro-1,5-benzothiazepin-4(5H)-one [Compound (II)] (1.0 g) and dried silica gel suitable for column chromatography (which is obtained by calcining a commercially available silica gel (Wako gel C-200) at 300° C. under nitrogen for 8 hours) (0.5 g) are added to dimethylsulfoxide (10 ml), and thereto is added a 60% by weight sodium hydride (0.14 g), and the mixture is stirred at room temperature for 30 minutes. A 50% by weight solution (0.75 g) of N,N-dim... Starting materials: F[B-](F)(F)F, CO, CCN(C(C)C)C(C)C, ClCCl, O=C(O)CC(=O)Nc1ccc(F)cc1, CC(C)(C)OC(=O)Nc1cc(Oc2ccc(N)cc2F)ncn1, CN(C)C(On1nnc2ccccc21)=[N+](C)C. Yields the product CC(C)(C)OC(=O)Nc1cc(Oc2ccc(NC(=O)CC(=O)Nc3ccc(F)cc3)cc2F)ncn1. Reaction SMILES: [B-:38]([F:39])([F:40])([F:41])[F:42].[CH3:72][OH:73].[CH:60]([N:61]([CH2:62][CH3:63])[CH:64]([CH3:65])[CH3:66])([CH3:67])[CH3:68].[Cl:69][CH2:70][Cl:71].[F:24][c:25]1[cH:26][cH:27][c:28]([NH:31][C:32]([CH2:33][C:34](=[O:35])[OH:36])=[O:37])[cH:29][cH:30]1.[NH2:1][c:2]1[cH:3][c:4]([F:23])[c:5]([O:6][c:7]2[cH:8][c:9]([NH:13][C:14]([O:15][C:16]([CH3:17])([CH3:18])[CH3:19])=[O:20])[n:10][cH:11][n:12]2)[cH:21][cH:22]1.[n:43]1([O:44][C:45]([N:46]([CH3:47])[CH3:48])=[N+:49]([CH3:50])[CH3:51])[c:52]2[cH:53][cH:54][cH:55][cH:56][c:57]2[n:58][n:59]1>>[NH:1]([c:2]1[cH:3][c:4]([F:23])[c:5]([O:6][c:7]2[cH:8][c:9]([NH:13][C:14]([O:15][C:16]([CH3:17])([CH3:18])[CH3:19])=[O:20])[n:10][cH:11][n:12]2)[cH:21][cH:22]1)[C:34]([CH2:33][C:32]([NH:31][c:28]1[cH:27][cH:26][c:25]([F:24])[cH:30][cH:29]1)=[O:37])=[O:35].